Task: describe an organic reaction: reactants, conditions, products, and yield. Dataset: the Open Reaction Database (ORD), a public repository of structured organic reaction records Starting materials: BrC=1NC2=CC(=CC=C2C1C1CCCCC1)C(=O)NS(=O)(=O)N(C)C (2-bromo-3-cyclohexyl-N-[(dimethylamino)sulfonyl]-indole-6-carboxamide), COC1=CC(=C(C=C1)B(O)O)C=O (4-methoxy-2-formylphenylboronic acid), [Li+].[Cl-] (LiCl), C(=O)([O-])[O-].[Na+].[Na+] (Na2CO3). Reagents/catalysts: C=1C=CC(=CC1)[P](C=2C=CC=CC2)(C=3C=CC=CC3)[Pd]([P](C=4C=CC=CC4)(C=5C=CC=CC5)C=6C=CC=CC6)([P](C=7C=CC=CC7)(C=8C=CC=CC8)C=9C=CC=CC9)[P](C=1C=CC=CC1)(C=1C=CC=CC1)C=1C=CC=CC1 (Pd(PPh3)4). Solvent: CCO.C1(=CC=CC=C1)C (EtOH toluene). Run at temperature 85 celsius. Product: C1(CCCCC1)C1=C2N(C3=CC(=CC=C13)C(=O)NS(=O)(=O)N(C)C)C(C1=CC(=CC=C12)OC)O (11-cyclohexyl-N-[(dimethylamino)sulfonyl]-6-hydroxy-8-methoxy-6H-isoindolo[2,1-a]indole-3-carboxamide). As a reaction SMILES: Br[C:2]1[NH:3][C:4]2[C:9]([C:10]=1[CH:11]1[CH2:16][CH2:15][CH2:14][CH2:13][CH2:12]1)=[CH:8][CH:7]=[C:6]([C:17]([NH:19][S:20]([N:23]([CH3:25])[CH3:24])(=[O:22])=[O:21])=[O:18])[CH:5]=2.[CH3:26][O:27][C:28]1[CH:33]=[CH:32][C:31](B(O)O)=[C:30]([CH:37]=[O:38])[CH:29]=1.[Li+].[Cl-].C([O-])([O-])=O.[Na+].[Na+]>CCO.C1(C)C=CC=CC=1.C1C=CC([P]([Pd]([P](C2C=CC=CC=2)(C2C=CC=CC=2)C2C=CC=CC=2)([P](C2C=CC=CC=2)(C2C=CC=CC=2)C2C=CC=CC=2)[P](C2C=CC=CC=2)(C2C=CC=CC=2)C2C=CC=CC=2)(C2C=CC=CC=2)C2C=CC=CC=2)=CC=1>[CH:11]1([C:10]2[C:9]3[C:4](=[CH:5][C:6]([C:17]([NH:19][S:20]([N:23]([CH3:24])[CH3:25])(=[O:22])=[O:21])=[O:18])=[CH:7][CH:8]=3)[N:3]3[CH:37]([OH:38])[C:30]4[C:31]([C:2]=23)=[CH:32][CH:33]=[C:28]([O:27][CH3:26])[CH:29]=4)[CH2:12][CH2:13][CH2:14][CH2:15][CH2:16]1 |f:2.3,4.5.6,7.8,^1:60,62,81,100|. Procedure: To a slurried solution of 2-bromo-3-cyclohexyl-N-[(dimethylamino)sulfonyl]-indole-6-carboxamide (4.3 g, 10 mmol), 4-methoxy-2-formylphenylboronic acid (2.5 g, 14 mmol) and LiCl (11.05 g, 25 mmol) in EtOH/toluene (1:1, 80 mL) was added Pd(PPh3)4 (1.12 g, 1.0 mmol) and then 1M Na2CO3 (aq.) (30 mL, 30 mmol). The reaction solution was flushed with nitrogen and heated at 85° C. for 18 h and cooled to rt. The reaction was diluted with EtOAc (200 mL), washed with 0.5N aqueous HCl (100 mL) and brine (50... Starting materials: C(C)(=O)N1CCC2=C(CC1)C=CC(=C2)C(CCl)=O (1-(3-acetyl-2,3,4,5-tetrahydro-1H-3-benzazepin-7-yl)-2-chloro-1-ethanone), Cl (hydrochloric acid), N1CCCCC1 (piperidine), C([O-])([O-])=O.[K+].[K+] (potassium carbonate). RXN SMILES: [C:1]([N:4]1[CH2:10][CH2:9][C:8]2[CH:11]=[CH:12][C:13]([C:15](=[O:18])[CH2:16][Cl:17])=[CH:14][C:7]=2[CH2:6][CH2:5]1)(=[O:3])[CH3:2].[NH:19]1[CH2:24][CH2:23][CH2:22][CH2:21][CH2:20]1.C(=O)([O-])[O-].[K+].[K+].Cl>ClCCl.CO>[ClH:17].[C:1]([N:4]1[CH2:10][CH2:9][C:8]2[CH:11]=[CH:12][C:13]([C:15](=[O:18])[CH2:16][N:19]3[CH2:24][CH2:23][CH2:22][CH2:21][CH2:20]3)=[CH:14][C:7]=2[CH2:6][CH2:5]1)(=[O:3])[CH3:2] |f:2.3.4,8.9|. Procedure details: In 10 ml of dichloromethane was dissolved 1.50 g of 1-(3-acetyl-2,3,4,5-tetrahydro-1H-3-benzazepin-7-yl)-2-chloro-1-ethanone obtained in Reference Example 2. To the solution was added 1.7 ml of piperidine, and the mixture was stirred for one hour at room temperature. The reaction mixture was poured into an aqueous solution of potassium carbonate, which was subjected to extraction with dichloromethane. The extract was dried over anhydrous sodium sulfate, from which was distilled off the solvent t... Yields the product Cl.C(C)(=O)N1CCC2=C(CC1)C=CC(=C2)C(CN2CCCCC2)=O (1-(3-Acetyl-2,3,4,5-tetrahydro-1H-3-benzazepin-7-yl)-2-(piperidin-1-yl)-1-ethanone hydrochloride). Reaction conditions: time 1 hour. Run in ClCCl (dichloromethane), CO (methanol). Reactants: BrC=1C(=C2C(=NC1)NC(=N2)C2=CC=C(C=C2)N(C)C)N2CCN(CC2)C(=O)NC2=CC=CC=C2 (4-(6-bromo-2-(4-(dimethylamino)phenyl)-3H-imidazo[4,5-b]pyridin-7-yl)-N-phenylpiperazine-1-carboxamide), C(=O)C1=CC=C(CN2CCN(CC2)C(=O)OC(C)(C)C)C=C1 (tert-butyl 4-(4-formylbenzyl)piperazine-1-carboxylate), BrC=1C(=C(C(=NC1)N)[N+](=O)[O-])N1CCN(CC1)CC=1C=NC=CC1 (5-bromo-3-nitro-4-(4-(pyridin-3-ylmethyl)piperazin-1-yl)pyridin-2-amine), [O-]S(=O)S(=O)[O-].[Na+].[Na+] (Na2S2O4). The solvent is C(C)O (ethanol), CN(C)C=O (DMF). Conditions: time 6 hour. Yields the product BrC=1C(=C2C(=NC1)NC(=N2)C2=CC=C(CN1CCN(CC1)C(=O)OC(C)(C)C)C=C2)N2CCN(CC2)CC=2C=NC=CC2 (tert-Butyl 4-(4-(6-bromo-7-(4-(pyridin-3-ylmethyl)piperazin-1-yl)-3H-imidazo[4,5-b]pyridin-2-yl)benzyl)piperazine-1-carboxylate). Isolated yield 26.1%. RXN SMILES: BrC1C(N2CCN(C(NC3C=CC=CC=3)=O)CC2)=C2N=C(C3C=CC(N(C)C)=CC=3)NC2=NC=1.[Br:35][C:36]1[C:37]([N:46]2[CH2:51][CH2:50][N:49]([CH2:52][C:53]3[CH:54]=[N:55][CH:56]=[CH:57][CH:58]=3)[CH2:48][CH2:47]2)=[C:38]([N+:43]([O-])=O)[C:39]([NH2:42])=[N:40][CH:41]=1.[O-]S(S([O-])=O)=O.[Na+].[Na+].[CH:67]([C:69]1[CH:88]=[CH:87][C:72]([CH2:73][N:74]2[CH2:79][CH2:78][N:77]([C:80]([O:82][C:83]([CH3:86])([CH3:85])[CH3:84])=[O:81])[CH2:76][CH2:75]2)=[CH:71][CH:70]=1)=O>C(O)C.CN(C=O)C>[Br:35][C:36]1[C:37]([N:46]2[CH2:51][CH2:50][N:49]([CH2:52][C:53]3[CH:54]=[N:55][CH:56]=[CH:57][CH:58]=3)[CH2:48][CH2:47]2)=[C:38]2[N:43]=[C:67]([C:69]3[CH:70]=[CH:71][C:72]([CH2:73][N:74]4[CH2:75][CH2:76][N:77]([C:80]([O:82][C:83]([CH3:84])([CH3:86])[CH3:85])=[O:81])[CH2:78][CH2:79]4)=[CH:87][CH:88]=3)[NH:42][C:39]2=[N:40][CH:41]=1 |f:2.3.4|. Procedure: This was prepared using the same procedure as for 4-(6-bromo-2-(4-(dimethylamino)phenyl)-3H-imidazo[4,5-b]pyridin-7-yl)-N-phenylpiperazine-1-carboxamide, but here using 5-bromo-3-nitro-4-(4-(pyridin-3-ylmethyl)piperazin-1-yl)pyridin-2-amine (50 mg, 0.13 mmol), DMF (0.3 mL), ethanol (1.2 mL), 1M Na2S2O4 (3 eq, 0.38 mmol, 0.38 mL) and tert-butyl 4-(4-formylbenzyl)piperazine-1-carboxylate (1.1 eq, 0.14 mmol, 45 mg). After 6 h, concentration in vacuo and purification by preparative tlc (CH2Cl2-MeOH,...